From a dataset of the Open Reaction Database (ORD), a public repository of structured organic reaction records. describe an organic reaction: reactants, conditions, products, and yield The reactants are C(C)(C)(C)OC(NCC1=NC(=CC=C1OC)N1S(C2=C(NC1=O)C=CC=C2)(=O)=O)=O (tert-butyl[6-(1,1-dioxido-3-oxo-3,4-dihydro-2H-1,2,4-benzothiadiazin-2-yl)-3-methoxypyridin-2-yl]methylcarbamate), FC1=C(CBr)C(=CC(=C1)OC)F (2,6-difluoro-4-methoxybenzyl bromide), C(=O)([O-])[O-].[K+].[K+] (K2CO3), COC1=C(C=C(C=C1C)N1S(C2=C(N(C1=O)CC1=C(C=C(C=C1F)F)F)C=CC=C2)(=O)=O)C (2-(4-methoxy-3,5-dimethylphenyl)-4-(2,4,6-trifluorobenzyl)-2H-1,2,4-benzothiadiazin-3(4H)-one 1,1-dioxide). Solvent: CN(C)C=O (DMF). Yields the product FC1=C(CN2C(N(S(C3=C2C=CC=C3)(=O)=O)C3=CC=C(C(=N3)CNC(OC(C)(C)C)=O)OC)=O)C(=CC(=C1)OC)F (tert-butyl {6-[4-(2,6-difluoro-4-methoxybenzyl)-1,1-dioxido-3-oxo-3,4-dihydro-2H-1,2,4-benzothiadiazin-2-yl]-3-methoxypyridin-2-yl}methylcarbamate). Yield: 64.6%. RXN SMILES: [C:1]([O:5][C:6](=[O:30])[NH:7][CH2:8][C:9]1[C:14]([O:15][CH3:16])=[CH:13][CH:12]=[C:11]([N:17]2[C:22](=[O:23])[NH:21][C:20]3[CH:24]=[CH:25][CH:26]=[CH:27][C:19]=3[S:18]2(=[O:29])=[O:28])[N:10]=1)([CH3:4])([CH3:3])[CH3:2].[F:31][C:32]1[CH:39]=[C:38]([O:40][CH3:41])[CH:37]=[C:36]([F:42])[C:33]=1[CH2:34]Br.C([O-])([O-])=O.[K+].[K+].COC1C(C)=CC(N2C(=O)N(CC3C(F)=CC(F)=CC=3F)C3C=CC=CC=3S2(=O)=O)=CC=1C>CN(C=O)C>[F:31][C:32]1[CH:39]=[C:38]([O:40][CH3:41])[CH:37]=[C:36]([F:42])[C:33]=1[CH2:34][N:21]1[C:20]2[CH:24]=[CH:25][CH:26]=[CH:27][C:19]=2[S:18](=[O:29])(=[O:28])[N:17]([C:11]2[N:10]=[C:9]([CH2:8][NH:7][C:6](=[O:30])[O:5][C:1]([CH3:4])([CH3:2])[CH3:3])[C:14]([O:15][CH3:16])=[CH:13][CH:12]=2)[C:22]1=[O:23] |f:2.3.4|. Procedure details: The title compound (301 mg, 0.51 mmol) was prepared from tert-butyl[6-(1,1-dioxido-3-oxo-3,4-dihydro-2H-1,2,4-benzothiadiazin-2-yl)-3-methoxypyridin-2-yl]methylcarbamate (IntA31) (343 mg, 0.79 mmol), 2,6-difluoro-4-methoxybenzyl bromide (225 mg, 0.95 mmol) and K2CO3 (164 mg, 1.19 mmol) in DMF (4 mL) at rt using the methods of (115).